The task is: describe an organic reaction: reactants, conditions, products, and yield. This data is from the Open Reaction Database (ORD), a public repository of structured organic reaction records. Starting materials: COc1ccc(OC)c(CCc2ccc3ncnc(N(C(C)=O)C(C)=O)c3c2)c1, [Na+], C1COCCO1, [OH-]. Yields the product COc1ccc(OC)c(CCc2ccc3ncnc(N)c3c2)c1. RXN SMILES: [C:1]([N:4]([C:2](=[O:3])[CH3:27])[c:5]1[n:6][cH:7][n:8][c:9]2[cH:10][cH:11][c:12]([CH2:15][CH2:16][c:17]3[c:18]([O:25][CH3:26])[cH:19][cH:20][c:21]([O:23][CH3:24])[cH:22]3)[cH:13][c:14]12)(=[O:28])[CH3:29].[Na+:31].[O:32]1[CH2:33][CH2:34][O:35][CH2:36][CH2:37]1.[OH-:30]>>[NH2:4][c:5]1[n:6][cH:7][n:8][c:9]2[cH:10][cH:11][c:12]([CH2:15][CH2:16][c:17]3[c:18]([O:25][CH3:26])[cH:19][cH:20][c:21]([O:23][CH3:24])[cH:22]3)[cH:13][c:14]12.